This data is from the Open Reaction Database (ORD), a public repository of structured organic reaction records. The task is: describe an organic reaction: reactants, conditions, products, and yield Reactants: C(=O)(OCC)CC=P(C1=CC=CC=C1)(C1=CC=CC=C1)C1=CC=CC=C1 (carbethoxyethylidene triphenylphosphorane), C(=O)C=1C=C2C=CNC2=CC1 (5-formylindole), C(#N)C=1C=C2C=CNC2=CC1 (5-cyanoindole). The product is CC(C(=O)OCC)=CC=1C=C2C=CNC2=CC1 (ethyl α-methylindol-5-acrylate), solid. RXN SMILES: [CH:1]([C:3]1[CH:4]=[C:5]2[C:9](=[CH:10][CH:11]=1)[NH:8][CH:7]=[CH:6]2)=O.C(C1C=C2C(=CC=1)NC=C2)#N.[C:23]([CH2:28][CH:29]=P(C1C=CC=CC=1)(C1C=CC=CC=1)C1C=CC=CC=1)([O:25][CH2:26][CH3:27])=[O:24]>>[CH3:29][C:28](=[CH:1][C:3]1[CH:4]=[C:5]2[C:9](=[CH:10][CH:11]=1)[NH:8][CH:7]=[CH:6]2)[C:23]([O:25][CH2:26][CH3:27])=[O:24]. Procedure: Using a similar procedure to that described in Example 12, part c, except starting from 5-formylindole (prepared as described in the literature from 5-cyanoindole: F. Troxler, Helv. Chim. Acta., 51, 1616, (1968)), and using carbethoxyethylidene triphenylphosphorane, ethyl α-methylindol-5-acrylate was obtained (79%) as a low-melting white solid (mp about 50°); partial NMR(250 MHz, DMSO-d6): 1.28(t, 3H, CH2CH3), 2.13(d, J=1.0 Hz, 3H, CCH3), 4.19(q, 2H, CH2CH3), 6.49(m, 1H, H3 -indole), 11.28(br s,...